This data is from the Open Reaction Database (ORD), a public repository of structured organic reaction records. The task is: describe an organic reaction: reactants, conditions, products, and yield Reaction conditions: temperature 70 celsius, time 18 hour. The reactants are OO (hydrogen peroxide), N1=CC(=CC=C1)C1=CC=C(C(=O)OC)C=C1 (methyl 4-pyridin-3-ylbenzoate). As a reaction SMILES: [OH:1]O.[N:3]1[CH:8]=[CH:7][CH:6]=[C:5]([C:9]2[CH:18]=[CH:17][C:12]([C:13]([O:15][CH3:16])=[O:14])=[CH:11][CH:10]=2)[CH:4]=1>C(O)(=O)C>[O-:1][N+:3]1[CH:8]=[CH:7][CH:6]=[C:5]([C:9]2[CH:18]=[CH:17][C:12]([C:13]([O:15][CH3:16])=[O:14])=[CH:11][CH:10]=2)[CH:4]=1. The solvent is C(C)(=O)O (Acetic acid). Reported procedure: Acetic acid (10 mL) and aqueous 30% hydrogen peroxide (452 μL) were added to methyl 4-pyridin-3-ylbenzoate (708 mg), followed by stirring at 70° C. for 18 hours. The reaction mixture was concentrated under reduced pressure, an aqueous saturated sodium hydrogencarbonate solution was added, followed by extraction with chloroform. The organic layer was dried over anhydrous sodium sulfate, the solvent was evaporated under reduced pressure, and the resulting residue was purified by silica gel column ... Yields the product [O-][N+]1=CC(=CC=C1)C1=CC=C(C(=O)OC)C=C1 (methyl 4-(1-oxidopyridin-3-yl)benzoate). Starting materials: FC1=C(C(=CC=C1)F)C1=NC=2C(C=3C=CC(=CC13)CF)=NN(C2NC2CCN(CC2)S(=O)(=O)C)COCC[Si](C)(C)C (5-(2,6-difluorophenyl)-7-(fluoromethyl)-N-[1-(methylsulphonyl)piperidin-4-yl]-2-{[2-(trimethylsilyl)ethoxy]methyl}-2H-pyrazolo[4,3-c]isoquinolin-3-amine), C(=O)(C(F)(F)F)O (TFA). Run in C(Cl)Cl (DCM), O (water), N (ammonia). Reaction conditions: temperature 0 celsius, time 3 hour. Product: FC1=C(C(=CC=C1)F)C1=NC2=C(C=3C=CC(=CC13)CF)NN=C2NC2CCN(CC2)S(=O)(=O)C (5-(2,6-difluorophenyl)-7-(fluoromethyl)-N-[1-(methylsulphonyl)piperidin-4-yl]-1H-pyrazolo[4,3-c]isoquinolin-3-amine). Reaction SMILES: [F:1][C:2]1[CH:7]=[CH:6][CH:5]=[C:4]([F:8])[C:3]=1[C:9]1[C:18]2[CH:17]=[C:16]([CH2:19][F:20])[CH:15]=[CH:14][C:13]=2[C:12]2=[N:21][N:22](COCC[Si](C)(C)C)[C:23]([NH:24][CH:25]3[CH2:30][CH2:29][N:28]([S:31]([CH3:34])(=[O:33])=[O:32])[CH2:27][CH2:26]3)=[C:11]2[N:10]=1.C(O)(C(F)(F)F)=O>C(Cl)Cl.O.N>[F:1][C:2]1[CH:7]=[CH:6][CH:5]=[C:4]([F:8])[C:3]=1[C:9]1[C:18]2[CH:17]=[C:16]([CH2:19][F:20])[CH:15]=[CH:14][C:13]=2[C:12]2[NH:21][N:22]=[C:23]([NH:24][CH:25]3[CH2:30][CH2:29][N:28]([S:31]([CH3:34])(=[O:32])=[O:33])[CH2:27][CH2:26]3)[C:11]=2[N:10]=1. Procedure details: A 30 ml round-bottomed flask equipped with a magnetic stirrer and with a septum having a top-mounted argon intake is charged with 87 mg of [5-(2,6-difluorophenyl)-7-(fluoromethyl)-N-[1-(methylsulphonyl)piperidin-4-yl]-2-{[2-(trimethylsilyl)ethoxy]methyl}-2H-pyrazolo[4,3-c]isoquinolin-3-amine in 7 ml of DCM. After cooling to 0° C. using an ice bath, 0.85 ml of TFA is added and the mixture is stirred at RT for 3 h. The mixture is concentrated under RP and the solid obtained is taken up in 24 ml of... The reactants are CN(C=O)C (dimethylformamide), OCCCCCCC1=C(C=C(C(=C1O)OC)OC)C (6-(6-hydroxyhexyl)-2,3-dimethoxy-5-methylphenol). The reagents and catalysts are C1=CC=C(C(=C1)C=NCCN=CC2=CC=CC=C2[O-])[O-].[Co+2] (salcomine). Run in O=O (oxygen). Product: ether-hexane, OCCCCCCC1=C(C(C(=C(C1=O)OC)OC)=O)C (6-(6-hydroxyhexyl)-2,3-dimethoxy-5-methyl-1,4-benzoquinone). Reaction SMILES: CN(C)[CH:3]=[O:4].[OH:6][CH2:7][CH2:8][CH2:9][CH2:10][CH2:11][CH2:12][C:13]1[C:18]([OH:19])=[C:17]([O:20][CH3:21])[C:16]([O:22][CH3:23])=[CH:15][C:14]=1C>O=O.C1C=C(C=NCCN=CC2C([O-])=CC=CC=2)C([O-])=CC=1.[Co+2]>[OH:6][CH2:7][CH2:8][CH2:9][CH2:10][CH2:11][CH2:12][C:13]1[C:18](=[O:19])[C:17]([O:20][CH3:21])=[C:16]([O:22][CH3:23])[C:3](=[O:4])[C:14]=1[CH3:15] |f:3.4|. Procedure: To a dimethylformamide solution (20 ml) of 6-(6-hydroxyhexyl)-2,3-dimethoxy-5-methylphenol (1.5 g) is added bis(salicylidene)ethylenediiminocobalt(II) (15 mg), and the mixture is stirred in oxygen streams at atmospheric temperature and pressure for 72 hours. The reaction product is isolated as in Example 7 and purified by silica gel column chromatography. The ether-hexane (1:1) eluate yields 6-(6-hydroxyhexyl)-2,3-dimethoxy-5-methyl-1,4-benzoquinone (1.1 g) as orange-yellow oil.